From a dataset of the Open Reaction Database (ORD), a public repository of structured organic reaction records. describe an organic reaction: reactants, conditions, products, and yield Reactants: ClC1=NC2=CC=C(C=C2C=C1C(=O)C1=C(C=CC=C1)OC)OC ((2-Chloro-6-methoxyquinolin-3-yl)(2-methoxyphenyl)methanone), N (ammonia). The solvent is O1CCOCC1 (dioxane), CO (methanol). The product is NC1=NC2=CC=C(C=C2C=C1C(=O)C1=C(C=CC=C1)OC)OC ((2-Amino-6-methoxyquinolin-3-yl)(2-methoxyphenyl)methanone). RXN SMILES: Cl[C:2]1[C:11]([C:12]([C:14]2[CH:19]=[CH:18][CH:17]=[CH:16][C:15]=2[O:20][CH3:21])=[O:13])=[CH:10][C:9]2[C:4](=[CH:5][CH:6]=[C:7]([O:22][CH3:23])[CH:8]=2)[N:3]=1.[NH3:24]>O1CCOCC1.CO>[NH2:24][C:2]1[C:11]([C:12]([C:14]2[CH:19]=[CH:18][CH:17]=[CH:16][C:15]=2[O:20][CH3:21])=[O:13])=[CH:10][C:9]2[C:4](=[CH:5][CH:6]=[C:7]([O:22][CH3:23])[CH:8]=2)[N:3]=1. Procedure details: (2-Chloro-6-methoxyquinolin-3-yl)(2-methoxyphenyl)methanone (3.4 g, 10.4 mmol) was dissolved in dioxane (25 mL), mixed with 25% aqueous ammonia solution (15 mL) and heated for 30 hours to 150° C. under intrinsic pressure in the pressurized reactor. After cooling, the reaction mixture was diluted with methanol, prepurified with activated carbon and concentrated after filtration. The crude product was dissolved in dichloromethane and washed with water. The dichloromethane solution was dried (sodiu... Starting materials: NC1CC1, CC1(O)C(O)C(CO)OC1n1ccc2c(Cl)nc(N)nc21. The product is CC1(O)C(O)C(CO)OC1n1ccc2c(NC3CC3)nc(N)nc21. Reaction SMILES: [CH:22]1([NH2:25])[CH2:23][CH2:24]1.[NH2:1][c:2]1[n:3][c:4]([Cl:21])[c:5]2[c:6]([n:7]1)[n:8]([CH:11]1[C:12]([OH:13])([CH3:20])[CH:14]([OH:15])[CH:16]([CH2:18][OH:19])[O:17]1)[cH:9][cH:10]2>>[NH2:1][c:2]1[n:3][c:4]([NH:25][CH:22]2[CH2:23][CH2:24]2)[c:5]2[c:6]([n:7]1)[n:8]([CH:11]1[C:12]([OH:13])([CH3:20])[CH:14]([OH:15])[CH:16]([CH2:18][OH:19])[O:17]1)[cH:9][cH:10]2.